Dataset: the Open Reaction Database (ORD), a public repository of structured organic reaction records. Task: describe an organic reaction: reactants, conditions, products, and yield The reagents and catalysts are C1=CC=C(C=C1)P([C-]2C=CC=C2)C3=CC=CC=C3.C1=CC=C(C=C1)P([C-]2C=CC=C2)C3=CC=CC=C3.Cl[Pd]Cl.[Fe+2] (PdCl2(dppf)). Reaction SMILES: [O:1]1[C:5]2[CH:6]=[CH:7][C:8]([NH:10][S:11]([C:14]3[CH:19]=[C:18](Cl)[CH:17]=[CH:16][C:15]=3[C:21]([F:24])([F:23])[F:22])(=[O:13])=[O:12])=[CH:9][C:4]=2[O:3][CH2:2]1.[CH3:25][C:26]1[C:31](B2OC(C)(C)C(C)(C)O2)=[CH:30][N:29]=[C:28]([NH2:41])[N:27]=1.C(Cl)Cl>C1C=CC(P(C2C=CC=CC=2)[C-]2C=CC=C2)=CC=1.C1C=CC(P(C2C=CC=CC=2)[C-]2C=CC=C2)=CC=1.Cl[Pd]Cl.[Fe+2]>[NH2:41][C:28]1[N:27]=[C:26]([CH3:25])[C:31]([C:18]2[CH:17]=[CH:16][C:15]([C:21]([F:24])([F:23])[F:22])=[C:14]([S:11]([NH:10][C:8]3[CH:7]=[CH:6][C:5]4[O:1][CH2:2][O:3][C:4]=4[CH:9]=3)(=[O:13])=[O:12])[CH:19]=2)=[CH:30][N:29]=1 |f:3.4.5.6|. Reactants: O1COC2=C1C=CC(=C2)NS(=O)(=O)C2=C(C=CC(=C2)Cl)C(F)(F)F (N-Benzo[1,3]dioxol-5-yl-5-chloro-2-trifluoromethyl-benzenesulfonamide), C(Cl)Cl (DCM), CC1=NC(=NC=C1B1OC(C(O1)(C)C)(C)C)N (4-methyl-5-(4,4,5,5-tetramethyl-[1,3,2]dioxaborolan-2-yl]-pyrimidin-2-ylamine), CC1=NC(=NC=C1B1OC(C(O1)(C)C)(C)C)N (4-methyl-5-(4,4,5,5-tetramethyl-[1,3,2]dioxaborolan-2-yl]-pyrimidin-2-ylamine). The product is NC1=NC=C(C(=N1)C)C=1C=CC(=C(C1)S(=O)(=O)NC1=CC2=C(OCO2)C=C1)C(F)(F)F (5-(2-Amino-4-methyl-pyrimidin-5-yl)-N-benzo[1,3]dioxol-5-yl-2-trifluoromethyl-benzenesulfonamide). Reported procedure: N-Benzo[1,3]dioxol-5-yl-5-chloro-2-trifluoromethyl-benzenesulfonamide (0.088 g, 0.23 mmol), 4-methyl-5-(4,4,5,5-tetramethyl-[1,3,2]dioxaborolan-2-yl)-pyrimidin-2-ylamine (Intermediate G, prepared according to WO 2007/084786, p. 92) (0.082 g, 0.34 mmol) and PdCl2(dppf).DCM (0.0185 g, 0.023 mmol) are placed in a microwave vial containing degassed DME (2 ml) and 2M Na2CO3 (0.23 ml). The resulting mixture is heated using microwave radiation at 120° C. for 60 minutes. After evaporation of the solvent... Reactants: OCCCc1ccc(Br)cc1, O=C1CCC(=O)N1Br, ClCCl, c1ccc(P(c2ccccc2)c2ccccc2)cc1. The product is BrCCCc1ccc(Br)cc1. Reaction SMILES: [Br:1][c:2]1[cH:3][cH:4][c:5]([CH2:8][CH2:9][CH2:10][OH:11])[cH:6][cH:7]1.[Br:31][N:32]1[C:33](=[O:34])[CH2:35][CH2:36][C:37]1=[O:38].[CH2:39]([Cl:40])[Cl:41].[c:12]1([P:13]([c:14]2[cH:15][cH:16][cH:17][cH:18][cH:19]2)[c:20]2[cH:21][cH:22][cH:23][cH:24][cH:25]2)[cH:26][cH:27][cH:28][cH:29][cH:30]1>>[Br:1][c:2]1[cH:3][cH:4][c:5]([CH2:8][CH2:9][CH2:10][Br:31])[cH:6][cH:7]1. Starting materials: CC(C)c1cc(C#N)cc2nc(-c3ccc(C(=O)O)cc3)oc12, COC(=O)C(NC(=O)c1ccc(-c2nc3cc(C#N)cc(C(C)C)c3o2)cc1)C(C)C. The product is CC(C)c1cc(C#N)cc2nc(-c3ccc(C(=O)NC(C(=O)O)C(C)C)cc3)oc12. As a reaction SMILES: [C:32]([c:33]1[cH:34][c:35]([CH:36]([CH3:37])[CH3:38])[c:39]2[o:40][c:41](-[c:42]3[cH:43][cH:44][c:45]([C:46]([OH:47])=[O:48])[cH:49][cH:50]3)[n:51][c:52]2[cH:53]1)#[N:54].[CH3:1][O:2][C:3]([CH:4]([CH:5]([CH3:6])[CH3:7])[NH:8][C:9]([c:10]1[cH:11][cH:12][c:13](-[c:16]2[o:17][c:18]3[c:19]([n:20]2)[cH:21][c:22]([C:28]#[N:29])[cH:23][c:24]3[CH:25]([CH3:26])[CH3:27])[cH:14][cH:15]1)=[O:30])=[O:31]>>[O:2]=[C:3]([CH:4]([CH:5]([CH3:6])[CH3:7])[NH:8][C:9]([c:10]1[cH:11][cH:12][c:13](-[c:16]2[o:17][c:18]3[c:19]([n:20]2)[cH:21][c:22]([C:28]#[N:29])[cH:23][c:24]3[CH:25]([CH3:26])[CH3:27])[cH:14][cH:15]1)=[O:30])[OH:31]. The solvent is CCOCC (ether), CCOCC (ether), CCOCC (ether). Reactants: C1(=CC=CC=C1)C#C (phenylacetylene), C(C)[Mg]Br (ethylmagnesium bromide), product, [Mg] (magnesium), C(C)Br (ethyl bromide), C1(=CC=CC=C1)C#C[Mg]Br (phenylethynylmagnesium bromide), C1(=CC=CC=C1)C(C(=O)OCC)=O (ethyl phenylglyoxylate). RXN SMILES: [C:1]1([C:7]#[CH:8])[CH:6]=[CH:5][CH:4]=[CH:3][CH:2]=1.C([Mg]Br)C.[Mg].C(Br)C.C1(C#C[Mg]Br)C=CC=CC=1.[C:27]1([C:33](=[O:39])[C:34]([O:36][CH2:37][CH3:38])=[O:35])[CH:32]=[CH:31][CH:30]=[CH:29][CH:28]=1>CCOCC>[C:27]1([C:33]([C:8]#[C:7][C:1]2[CH:6]=[CH:5][CH:4]=[CH:3][CH:2]=2)([OH:39])[C:34]([O:36][CH2:37][CH3:38])=[O:35])[CH:32]=[CH:31][CH:30]=[CH:29][CH:28]=1. Run at time 8 hour. Procedure details: A solution of phenylacetylene (11.2 g., 0.1 mole) in 25 ml. of anhydrous ether was added over a 45 minute period to a suspension of ethylmagnesium bromide (0.1 mole) prepared from magnesium (2.4 g., 0.1 g. atom) and ethyl bromide (10.9 g., 0.1 mole) in 100 ml. of ether. The mixture was stirred overnight. The resultant phenylethynylmagnesium bromide suspension was subsequently added dropwise through a stop-cock at the base of the flask to a solution of ethyl phenylglyoxylate (17.8 g., 0.1 mole) i... Product: C1(=CC=CC=C1)C(C(=O)OCC)(O)C#CC1=CC=CC=C1 (Ethyl α-Phenyl-α-phenylethynylglycolate). Reactants: FC1=CC=C(C=C1)C(O)(C1CCNCC1)C1=CC=C(C=C1)F (α,α-bis(p-fluorophenyl)-4-piperidinemethanol), BrCCCOC1=CC(=C(C=C1)C(C)=O)O (1-[4-(3-bromopropoxy)-2-hydroxyphenyl]ethanone). Product: FC1=CC=C(C=C1)C(C1CCN(CC1)CCCOC1=CC(=C(C=C1)C(C)=O)O)(O)C1=CC=C(C=C1)F (1-[4-[3-[4-[Bis(4-fluorophenyl)hydroxymethyl]piperidinyl]propoxy]-2-hydroxyphenyl]ethanone). Reaction SMILES: [F:1][C:2]1[CH:7]=[CH:6][C:5]([C:8]([C:16]2[CH:21]=[CH:20][C:19]([F:22])=[CH:18][CH:17]=2)([CH:10]2[CH2:15][CH2:14][NH:13][CH2:12][CH2:11]2)[OH:9])=[CH:4][CH:3]=1.Br[CH2:24][CH2:25][CH2:26][O:27][C:28]1[CH:33]=[CH:32][C:31]([C:34](=[O:36])[CH3:35])=[C:30]([OH:37])[CH:29]=1>>[F:1][C:2]1[CH:7]=[CH:6][C:5]([C:8]([C:16]2[CH:17]=[CH:18][C:19]([F:22])=[CH:20][CH:21]=2)([OH:9])[CH:10]2[CH2:11][CH2:12][N:13]([CH2:24][CH2:25][CH2:26][O:27][C:28]3[CH:33]=[CH:32][C:31]([C:34](=[O:36])[CH3:35])=[C:30]([OH:37])[CH:29]=3)[CH2:14][CH2:15]2)=[CH:4][CH:3]=1. Procedure: Following the procedure of Example 1, ]α,α-bis(p-fluorophenyl)-4-piperidinemethanol and 1-[4-(3-bromopropoxy)-2-hydroxyphenyl]ethanone are reacted to give the title compound. Reactants: C(C1=CC=CC=C1)N1C(=C(C=2C1=C(N=C(C2)C(=O)O)N2CC1=CC=CC=C1CC2)C)C (1-Benzyl-7-(3,4-dihydro-1H-isoquinolin-2-yl)-2,3-dimethyl-1H-pyrrolo[2,3-c]pyridin-5-carboxylic acid), [H-].[Na+] (sodium hydride). Solvent: O1CCCC1 (tetrahydrofuran). Run at time 2 hour. Product: [Na+].C(C1=CC=CC=C1)N1C(=C(C=2C1=C(N=C(C2)C(=O)[O-])N2CC1=CC=CC=C1CC2)C)C (1-benzyl-7-(3,4-dihydro-1H-isoquinolin-2-yl)-2,3-dimethyl-1H-pyrrolo[2,3-c]pyridin-5-carboxylate sodium). Yield: 82.0%. RXN SMILES: [CH2:1]([N:8]1[C:12]2=[C:13]([N:20]3[CH2:29][CH2:28][C:27]4[C:22](=[CH:23][CH:24]=[CH:25][CH:26]=4)[CH2:21]3)[N:14]=[C:15]([C:17]([OH:19])=[O:18])[CH:16]=[C:11]2[C:10]([CH3:30])=[C:9]1[CH3:31])[C:2]1[CH:7]=[CH:6][CH:5]=[CH:4][CH:3]=1.[H-].[Na+:33]>O1CCCC1>[Na+:33].[CH2:1]([N:8]1[C:12]2=[C:13]([N:20]3[CH2:29][CH2:28][C:27]4[C:22](=[CH:23][CH:24]=[CH:25][CH:26]=4)[CH2:21]3)[N:14]=[C:15]([C:17]([O-:19])=[O:18])[CH:16]=[C:11]2[C:10]([CH3:30])=[C:9]1[CH3:31])[C:2]1[CH:3]=[CH:4][CH:5]=[CH:6][CH:7]=1 |f:1.2,4.5|. Procedure details: 1-Benzyl-7-(3,4-dihydro-1H-isoquinolin-2-yl)-2,3-dimethyl-1H-pyrrolo[2,3-c]pyridin-5-carboxylic acid (28 mg, 0.068 mmol) prepared in Example 733 and sodium hydride (2.6 mg, 0.068 mmol) were dripped into anhydrous tetrahydrofuran (1 ml). The reaction mixture was stirred for 2 hours at room temperature and then concentrated under reduced pressure. The resulting residue was re-crystallized with methanol to give the titled compound as a white solid. (Yield: 82%)